This data is from the Open Reaction Database (ORD), a public repository of structured organic reaction records. The task is: describe an organic reaction: reactants, conditions, products, and yield Starting materials: O=C([O-])O, ClCCl, CC(C)(C)OC(=O)N1CCN(c2ccc3nnc(C(F)(F)F)n3n2)CC1, [Na+], O=C(O)C(F)(F)F. Yields the product FC(F)(F)c1nnc2ccc(N3CCNCC3)nn12. Reaction SMILES: [C:34](=[O:35])([OH:36])[O-:37].[Cl:39][CH2:40][Cl:41].[F:8][C:9]([c:10]1[n:11][n:12][c:13]2[n:14]1[n:15][c:16]([N:19]1[CH2:20][CH2:21][N:22]([C:25]([O:26][C:27]([CH3:28])([CH3:29])[CH3:30])=[O:31])[CH2:23][CH2:24]1)[cH:17][cH:18]2)([F:32])[F:33].[Na+:38].[OH:1][C:2]([C:3]([F:4])([F:5])[F:6])=[O:7]>>[F:8][C:9]([c:10]1[n:11][n:12][c:13]2[n:14]1[n:15][c:16]([N:19]1[CH2:20][CH2:21][NH:22][CH2:23][CH2:24]1)[cH:17][cH:18]2)([F:32])[F:33]. Reactants: CN(C(=O)N(C)C1CNCC1c1ccc(F)cc1)c1cc(Cl)cc(Cl)c1, Cl, O=C(O)C1CCC(F)(F)CC1. Yields the product CN(C(=O)N(C)C1CN(C(=O)C2CCC(F)(F)CC2)CC1c1ccc(F)cc1)c1cc(Cl)cc(Cl)c1. RXN SMILES: [Cl:2][c:3]1[cH:4][c:5]([N:10]([C:11](=[O:12])[N:13]([CH3:14])[CH:15]2[CH2:16][NH:17][CH2:18][CH:19]2[c:20]2[cH:21][cH:22][c:23]([F:26])[cH:24][cH:25]2)[CH3:27])[cH:6][c:7]([Cl:9])[cH:8]1.[ClH:1].[F:28][C:29]1([F:38])[CH2:30][CH2:31][CH:32]([C:35](=[O:36])[OH:37])[CH2:33][CH2:34]1>>[Cl:2][c:3]1[cH:4][c:5]([N:10]([C:11](=[O:12])[N:13]([CH3:14])[CH:15]2[CH2:16][N:17]([C:35]([CH:32]3[CH2:31][CH2:30][C:29]([F:28])([F:38])[CH2:34][CH2:33]3)=[O:36])[CH2:18][CH:19]2[c:20]2[cH:21][cH:22][c:23]([F:26])[cH:24][cH:25]2)[CH3:27])[cH:6][c:7]([Cl:9])[cH:8]1. Reactants: FC1=CC=C(C=C2C=CC(C23CO3)(C)C)C=C1 (7-(4-fluorobenzylidene)-4,4-dimethyl-1-oxaspiro[2.4]hept-5-ene), O (water), N1C=NC=C1 (imidazole), C([O-])([O-])=O.[K+].[K+] (potassium carbonate). Run in CN(C=O)C (N,N-dimethylformamide). Yields the product FC1=CC=C(C=C2C(C(C=C2)(C)C)(O)CN2C=NC=C2)C=C1 (2-(4-fluorobenzylidene)-5,5-dimethyl-1-(1H-imidazolylmethyl) -1-hydroxy-3-cyclopentene). As a reaction SMILES: [F:1][C:2]1[CH:17]=[CH:16][C:5]([CH:6]=[C:7]2[C:11]3([O:13][CH2:12]3)[C:10]([CH3:15])([CH3:14])[CH:9]=[CH:8]2)=[CH:4][CH:3]=1.[NH:18]1[CH:22]=[CH:21][N:20]=[CH:19]1.C(=O)([O-])[O-].[K+].[K+].O>CN(C)C=O>[F:1][C:2]1[CH:17]=[CH:16][C:5]([CH:6]=[C:7]2[CH:8]=[CH:9][C:10]([CH3:15])([CH3:14])[C:11]2([CH2:12][N:18]2[CH:22]=[CH:21][N:20]=[CH:19]2)[OH:13])=[CH:4][CH:3]=1 |f:2.3.4|. Reported procedure: A mixture of 7-(4-fluorobenzylidene)-4,4-dimethyl-1-oxaspiro[2.4]hept-5-ene (5.5 g), produced according to the previous example, with imidazole (2 g) and potassium carbonate (6.6 g) is heated in N,N-dimethylformamide (50 cc) for 4 hours. The mixture is poured into water and extracted with ethyl acetate. The organic phase is washed, dried and recrystallized to obtain the product indicated, m.p. 172° C., compound no. 32. Starting materials: S(=O)(Cl)Cl (thionyl chloride), C(C)(C)(CCC)C1=CC(=C(OC(C(O)=O)CCCCCCCC)C=C1)Cl (2-(4-t-hexyl-2-chlorophenoxy)capric acid). Solvent: C1(=CC=CC=C1)C (toluene). Run at temperature 60 celsius, time 2 hour. Yields the product C(C)(C)(CCC)C1=CC(=C(OC(C(=O)Cl)CCCCCCCC)C=C1)Cl (2-(4-t-hexyl-2-chlorophenoxy)capric acid chloride). RXN SMILES: S(Cl)([Cl:3])=O.[C:5]([C:11]1[CH:29]=[CH:28][C:14]([O:15][CH:16]([CH2:20][CH2:21][CH2:22][CH2:23][CH2:24][CH2:25][CH2:26][CH3:27])[C:17](=O)[OH:18])=[C:13]([Cl:30])[CH:12]=1)([CH2:8][CH2:9][CH3:10])([CH3:7])[CH3:6]>C1(C)C=CC=CC=1>[C:5]([C:11]1[CH:29]=[CH:28][C:14]([O:15][CH:16]([CH2:20][CH2:21][CH2:22][CH2:23][CH2:24][CH2:25][CH2:26][CH3:27])[C:17]([Cl:3])=[O:18])=[C:13]([Cl:30])[CH:12]=1)([CH2:8][CH2:9][CH3:10])([CH3:7])[CH3:6]. Reported procedure: 9.7 ml of thionyl chloride was added dropwise with stirring to 34.4 g of 2-(4-t-hexyl-2-chlorophenoxy)capric acid dissolved in 34 ml of toluene heated to 60° C. The reaction was carried out at 60° C. for 2 hours. Excess thionyl chloride and toluene were distilled off under reduced pressure. 40.1 g of 2-(4-t-hexyl-2-chlorophenoxy)capric acid chloride was obtained. The reactants are [OH-].[Na+] (NaOH), ClC1=CC=C(OC=2C=C(C=O)C=CC2)C=C1 (3-(4-chlorophenoxy)-benzaldehyde), C1(=CC=C(C=C1)S(=O)(=O)O)C (p-toluenesulphonic acid). Run in C1(=CC=CC=C1)C (toluene), CC(=O)C (acetone). Reaction conditions: time 5 minute. Yields the product ClC1=CC=C(OC=2C=C(C=CC2)\C=C\C(C)=O)C=C1 ((E)-1-[3-(4-Chlorophenoxy)phenyl]buten-3-one). As a reaction SMILES: [OH-:1].[Na+].[Cl:3][C:4]1[CH:18]=[CH:17][C:7]([O:8][C:9]2[CH:10]=[C:11]([CH:14]=[CH:15][CH:16]=2)[CH:12]=O)=[CH:6][CH:5]=1.[C:19]1([CH3:29])C=CC(S(O)(=O)=O)=C[CH:20]=1>CC(C)=O.C1(C)C=CC=CC=1>[Cl:3][C:4]1[CH:18]=[CH:17][C:7]([O:8][C:9]2[CH:10]=[C:11](/[CH:12]=[CH:20]/[C:19](=[O:1])[CH3:29])[CH:14]=[CH:15][CH:16]=2)=[CH:6][CH:5]=1 |f:0.1|. Procedure details: 10 N aqu. NaOH (2 ml) was added to a solution of 3-(4-chlorophenoxy)-benzaldehyde (23.3 g, Aldrich) in acetone (150 ml) and stirred vigorously. After a few minutes' stirring, the temperature rose to 32° C. The mixture was left for 5 minutes and then poured into 2 M aqu. HCl (600 ml) and extracted with ether/pet. ether (1:1, 200 ml). The extract was washed with water and satd. aqu. NaCl, dried over MgSO4, and stripped to give the aldol product. The latter was taken up in toluene (300 ml), p-tolue... Reactants: CCOC(=O)C1C2CCc3cc(OC)ccc3C21, CO, [Na+], [OH-], O. Yields the product COc1ccc2c(c1)CCC1C(C(=O)O)C21. As a reaction SMILES: [CH3:1][O:2][c:3]1[cH:4][c:5]2[c:10]([cH:11][cH:12]1)[CH:9]1[CH:8]([CH2:7][CH2:6]2)[CH:13]1[C:14](=[O:15])[O:16][CH2:17][CH3:18].[CH3:21][OH:22].[Na+:20].[OH-:19].[OH2:23]>>[CH3:1][O:2][c:3]1[cH:4][c:5]2[c:10]([cH:11][cH:12]1)[CH:9]1[CH:8]([CH2:7][CH2:6]2)[CH:13]1[C:14](=[O:15])[OH:16]. The reactants are BrCCCCCCC1=CC=C(C=C1)CCCCCCBr (1,4-bis(6-bromohexyl)benzene), C(C)NCC (diethylamine). Solvent: C(C)O (ethanol). Yields the product C(C)N(CCCCCCC1=CC=C(C=C1)CCCCCCN(CC)CC)CC (1,4-Bis(6-diethylaminohexyl)benzene). Yield: 91.6%. RXN SMILES: Br[CH2:2][CH2:3][CH2:4][CH2:5][CH2:6][CH2:7][C:8]1[CH:13]=[CH:12][C:11]([CH2:14][CH2:15][CH2:16][CH2:17][CH2:18][CH2:19]Br)=[CH:10][CH:9]=1.[CH2:21]([NH:23][CH2:24][CH3:25])[CH3:22]>C(O)C>[CH2:21]([N:23]([CH2:24][CH3:25])[CH2:2][CH2:3][CH2:4][CH2:5][CH2:6][CH2:7][C:8]1[CH:13]=[CH:12][C:11]([CH2:14][CH2:15][CH2:16][CH2:17][CH2:18][CH2:19][N:23]([CH2:24][CH3:25])[CH2:21][CH3:22])=[CH:10][CH:9]=1)[CH3:22]. Procedure details: First, 0.42 g of 1,4-bis(6-bromohexyl)benzene and 0.44 g of diethylamine were dissolved in 5 ml of absolute ethanol, and the mixture was refluxed for 2 hours. After removing the solvent under a reduced pressure and adding chloroform, the mixture was evaporated under a reduced pressure. The residue was acidified with 1N hydrochloric acid, washed with chloroform, alkalized with 10% sodium hydroxide, subjected to salting out, and extracted with total 80 ml of chloroform. The extract was washed with...